This data is from the Open Reaction Database (ORD), a public repository of structured organic reaction records. The task is: describe an organic reaction: reactants, conditions, products, and yield Reactants: [Cl-].[Al+3].[Cl-].[Cl-] (aluminium chloride), CCOCC (ether), C(C)OC(CC1=CC=C(C=C1)SC(C1=C(C=CC=C1)Cl)=C=O)=O (4-(2-chloro-carbonyl-benzyl-thio)phenylacetic acid ethyl ester), Cl (hydrochloric acid). Solvent: [N+](=O)([O-])C1=CC=CC=C1 (nitrobenzene), [N+](=O)([O-])C1=CC=CC=C1 (nitrobenzene). Yields the product O=C1C2=C(SCC3=C1C=CC=C3)C=CC(=C2)CC(=O)O (6,11-dihydro-11-oxo-dibenzo[b,e]thiepine-2-acetic acid). RXN SMILES: C([O:3][C:4](=[O:23])[CH2:5][C:6]1[CH:11]=[CH:10][C:9]([S:12][C:13](=C=O)[C:14]2[CH:19]=[CH:18][CH:17]=[CH:16][C:15]=2Cl)=[CH:8][CH:7]=1)C.[Cl-].[Al+3].[Cl-].[Cl-].Cl.C[CH2:30][O:31]CC>[N+](C1C=CC=CC=1)([O-])=O>[O:31]=[C:30]1[C:15]2[CH:16]=[CH:17][CH:18]=[CH:19][C:14]=2[CH2:13][S:12][C:9]2[CH:10]=[CH:11][C:6]([CH2:5][C:4]([OH:3])=[O:23])=[CH:7][C:8]1=2 |f:1.2.3.4|. Procedure details: 7.0 g of 4-(2-chloro-carbonyl-benzyl-thio)phenylacetic acid ethyl ester are dissolved in 30 cc of nitrobenzene and this solution is added dropwise, at room temperature, to a solution of 3.32 g of aluminium chloride in 50 cc of nitrobenzene. The resulting red solution is then heated in an oil bath of 100° for 3 hours. The reaction solution is subsequently poured on a mixture of ice and 10 N hydrochloric acid, is diluted with ether, and the organic phase is separated, washed with water, dried with... The reactants are FC1=CC=C(C=C1)N1N=CC2=CC(=CC=C12)C(C(C(=O)OC)C1=CC=CC=C1)C1=CC=CC=C1 (Methyl 3-(1-(4-fluorophenyl)-1H-indazol-5-yl)-2,3-diphenylpropanoate), Cl (HCl). Solvent: [OH-].[Na+].CO.CS(=O)C (NaOH MeOH DMSO). Yields the product FC1=CC=C(C=C1)N1N=CC2=CC(=CC=C12)C(C(C(=O)O)C1=CC=CC=C1)C1=CC=CC=C1 (3-(1-(4-fluorophenyl)-1H-indazol-5-yl)-2,3-diphenylpropanoic acid). Yield: 72.9%. RXN SMILES: [F:1][C:2]1[CH:7]=[CH:6][C:5]([N:8]2[C:16]3[C:11](=[CH:12][C:13]([CH:17]([C:29]4[CH:34]=[CH:33][CH:32]=[CH:31][CH:30]=4)[CH:18]([C:23]4[CH:28]=[CH:27][CH:26]=[CH:25][CH:24]=4)[C:19]([O:21]C)=[O:20])=[CH:14][CH:15]=3)[CH:10]=[N:9]2)=[CH:4][CH:3]=1.Cl>[OH-].[Na+].CO.CS(C)=O>[F:1][C:2]1[CH:3]=[CH:4][C:5]([N:8]2[C:16]3[C:11](=[CH:12][C:13]([CH:17]([C:29]4[CH:30]=[CH:31][CH:32]=[CH:33][CH:34]=4)[CH:18]([C:23]4[CH:28]=[CH:27][CH:26]=[CH:25][CH:24]=4)[C:19]([OH:21])=[O:20])=[CH:14][CH:15]=3)[CH:10]=[N:9]2)=[CH:6][CH:7]=1 |f:2.3.4.5|. Reported procedure: Methyl 3-(1-(4-fluorophenyl)-1H-indazol-5-yl)-2,3-diphenylpropanoate (346 mg, 0.77 mmol) was heated to 100 C overnight in a mixture of 2 M NaOH/MeOH/DMSO (1:1:1). The next day, the reaction was cooled, acidified to pH 5 with HCl and extracted 2× EtOAc. The organic layers were washed with water×2, dried over MgSO4, filtered, concentrated in vacuo, and purified by HPLC to give 245 mg (73% yield) of acid 3-(1-(4-fluorophenyl)-1H-indazol-5-yl)-2,3-diphenylpropanoic acid. MS found: (M+H)+=389. Reactants: SCC1=NN=C2N1C1=C(C(OC2)C2=C(C=CC=C2)Cl)C=C(C=C1)Cl (1-mercaptomethyl-6-(2-chlorophenyl)-8-chloro-4H,6H-(1,2,4)triazolo[4,3-a][4,1]benzoxazepine), [OH-].[Na+] (sodium hydroxide), CO (methanol), Cl (hydrochloric acid). Conditions: time 3 hour. The product is COCC1=NN=C2N1C1=C(C(OC2)C2=C(C=CC=C2)Cl)C=C(C=C1)Cl (1-methoxymethyl-6-(2-chlorophenyl)-8-chloro-4H,6H-(1,2,4)triazolo[4,3-a][4,1]benzoxazepine). The yield is 92.0%. RXN SMILES: S[CH2:2][C:3]1[N:7]2[C:8]3[CH:23]=[CH:22][C:21]([Cl:24])=[CH:20][C:9]=3[CH:10]([C:13]3[CH:18]=[CH:17][CH:16]=[CH:15][C:14]=3[Cl:19])[O:11][CH2:12][C:6]2=[N:5][N:4]=1.[OH-:25].[Na+].Cl.[CH3:28]O>>[CH3:28][O:25][CH2:2][C:3]1[N:7]2[C:8]3[CH:23]=[CH:22][C:21]([Cl:24])=[CH:20][C:9]=3[CH:10]([C:13]3[CH:18]=[CH:17][CH:16]=[CH:15][C:14]=3[Cl:19])[O:11][CH2:12][C:6]2=[N:5][N:4]=1 |f:1.2|. Reported procedure: To a solution of Compound 20 (0.85 g) prepared in Example 12 in methanol (100 ml) is added an aqueous solution of sodium hydroxide (10%)(4 ml), and the mixture is stirred for 3 hours, acidified with 10% hydrochloric acid, and concentrated. The residue is washed with water and chloroform to give Compound 21 (0.7 g) in 92% yield. The reactants are C(C1=CC=CC=C1)OC=1C=C(C=CC1OCC1=CC=CC=C1)C=CC(CCCCC)=O (1-(3,4-dibenzyloxyphenyl)-1-octen-3-one), [H-].[Al+3].[Li+].[H-].[H-].[H-] (lithium aluminum hydride), CCOCC (ether), Cl (hydrochloric acid). The product is C(C1=CC=CC=C1)OC=1C=C(C=CC1OCC1=CC=CC=C1)C=CC(C(CCCC)C)O (1-(3,4-dibenzyloxyphenyl)-4-methyl-1-octen-3-ol). Procedure: To a mixture obtained by adding 0.1 g of lithium aluminum hydride to 20 ml of ether was added 0.55 g of 1-(3,4-dibenzyloxyphenyl)-1-octen-3-one under ice-cooling and the mixture was stirred for one hour at room temperature. To the reaction mixture was gradually added 10 ml of an aqueous 10% hydrochloric acid solution and the ether layer was collected, washed with water, and concentrated under reduced pressure to provide a solid product. By washing the product with a mixture of ether and n-hexane... As a reaction SMILES: [H-].[Al+3].[Li+].[H-].[H-].[H-].[CH2:7]([O:14][C:15]1[CH:16]=[C:17]([CH:29]=[CH:30][C:31](=[O:37])[CH2:32][CH2:33][CH2:34][CH2:35][CH3:36])[CH:18]=[CH:19][C:20]=1[O:21][CH2:22][C:23]1[CH:28]=[CH:27][CH:26]=[CH:25][CH:24]=1)[C:8]1[CH:13]=[CH:12][CH:11]=[CH:10][CH:9]=1.Cl.[CH3:39]COCC>>[CH2:7]([O:14][C:15]1[CH:16]=[C:17]([CH:29]=[CH:30][CH:31]([OH:37])[CH:32]([CH3:39])[CH2:33][CH2:34][CH2:35][CH3:36])[CH:18]=[CH:19][C:20]=1[O:21][CH2:22][C:23]1[CH:28]=[CH:27][CH:26]=[CH:25][CH:24]=1)[C:8]1[CH:9]=[CH:10][CH:11]=[CH:12][CH:13]=1 |f:0.1.2.3.4.5|. Reaction conditions: time 1 hour. The reactants are FC1=CC=C(C=C1)C(O)(C1CCNCC1)C1=CC=C(C=C1)F (α,α-bis(4-fluorophenyl)-4-piperidinemethanol), O (water), 1-chloroacetamide, C([O-])([O-])=O.[Na+].[Na+] (sodium carbonate), CN(C=O)C (dimethylformamide). Reagents/catalysts: [I-].[K+] (potassium iodide). Run at time 8 hour. Product: C(C)OCC.FC1=CC=C(C=C1)C(C1CCN(CC1)CC(=O)N)(O)C1=CC=C(C=C1)F (4-[Bis(4-fluorophenyl)hydroxymethyl]-1-piperidineacetamide compound with ethoxyethane). The yield is 65.0%. RXN SMILES: [F:1][C:2]1[CH:7]=[CH:6][C:5]([C:8]([C:16]2[CH:21]=[CH:20][C:19]([F:22])=[CH:18][CH:17]=2)([CH:10]2[CH2:15][CH2:14][NH:13][CH2:12][CH2:11]2)[OH:9])=[CH:4][CH:3]=1.[C:23](=[O:26])([O-])[O-].[Na+].[Na+].O.[CH3:30][N:31](C)[CH:32]=[O:33]>[I-].[K+]>[CH2:2]([O:26][CH2:23][CH3:30])[CH3:3].[F:1][C:2]1[CH:7]=[CH:6][C:5]([C:8]([C:16]2[CH:17]=[CH:18][C:19]([F:22])=[CH:20][CH:21]=2)([OH:9])[CH:10]2[CH2:11][CH2:12][N:13]([CH2:23][C:32]([NH2:31])=[O:33])[CH2:14][CH2:15]2)=[CH:4][CH:3]=1 |f:1.2.3,6.7,8.9|. Procedure: A mixture of 15.2 g (0.05 mole) of α,α-bis(4-fluorophenyl)-4-piperidinemethanol (U.S. Pat. No. 3,956,296), 5.1 g (0.055 mole) of 1-chloroacetamide, 15.9 g (0.15 mole) of anhydrous sodium carbonate and 0.4 g of potassium iodide in 150 ml of dimethylformamide was heated on a steam bath for 22 h. The mixture was poured into 1.5 L of water and a gum precipitated which crystallized upon standing overnight. The solid was collected by filtration, washed with water, dried, and recrystallized from 2-prop... The reactants are Aqueous solution, [OH-].[Na+] (sodium hydroxide), NC=1SC=C(N1)C(C(=O)NC1[C@@H]2N(C(=CCS2)C(=O)O)C1=O)=NOC (7-[2-(2-aminothiazol-4-yl)-2-methoxyiminoacetamido]-3-cephem-4-carboxylic acid). The solvent is C(C)O (ethanol), O (water). The product is O.O.NC=1SC=C(N1)C(C(=O)NC1[C@@H]2N(C(=CCS2)C(=O)[O-])C1=O)=NOC.[Na+] (sodium 7-[2-(2-aminothiazol-4-yl)-2-methoxyiminoacetamido]-3-cephem-4-carboxylate dihydrate). As a reaction SMILES: [OH-:1].[Na+:2].[NH2:3][C:4]1[S:5][CH:6]=[C:7]([C:9](=[N:25][O:26][CH3:27])[C:10]([NH:12][CH:13]2[C:23](=[O:24])[N:15]3[C:16]([C:20]([OH:22])=[O:21])=[CH:17][CH2:18][S:19][C@H:14]23)=[O:11])[N:8]=1>C(O)C.O>[OH2:11].[OH2:1].[NH2:3][C:4]1[S:5][CH:6]=[C:7]([C:9](=[N:25][O:26][CH3:27])[C:10]([NH:12][CH:13]2[C:23](=[O:24])[N:15]3[C:16]([C:20]([O-:22])=[O:21])=[CH:17][CH2:18][S:19][C@H:14]23)=[O:11])[N:8]=1.[Na+:2] |f:0.1,5.6.7.8|. Reported procedure: 20% Aqueous solution of sodium hydroxide was added to a suspension of 7-[2-(2-aminothiazol-4-yl)-2-methoxyiminoacetamido]-3-cephem-4-carboxylic acid (syn isomer, 15 g.) in a mixture of ethanol (8 ml.) and water (8 ml.) at room temperature to make a solution of pH 7.5. After filtration and washing, the filtrate and washings were combined (which contained 18.3 ml. of water) and added dropwise to ethanol (46 ml.) at 20° to 25° C. under stirring and stirred at the same temperature for 30 minutes. Et... Reactants: BrC(OC1=C(C=C(C(=O)OC)C=C1)OC)(F)F (methyl 4-(bromodifluoromethoxy)-3-methoxybenzoate), [Sb](F)(F)F (antimony trifluoride). The reagents and catalysts are [Sb](Cl)(Cl)(Cl)(Cl)Cl (Antimony (V) Chloride). Run in C(C)OCC (diethyl ether). Conditions: temperature 170 celsius, time 4 hour. Yields the product COC=1C=C(C(=O)OC)C=CC1OC(F)(F)F (methyl 3-methoxy-4-(trifluoromethoxy)benzoate). Isolated yield 77.5%. RXN SMILES: Br[C:2]([F:17])([F:16])[O:3][C:4]1[CH:13]=[CH:12][C:7]([C:8]([O:10][CH3:11])=[O:9])=[CH:6][C:5]=1[O:14][CH3:15].[Sb](F)(F)[F:19]>C(OCC)C.[Sb](Cl)(Cl)(Cl)(Cl)Cl>[CH3:15][O:14][C:5]1[CH:6]=[C:7]([CH:12]=[CH:13][C:4]=1[O:3][C:2]([F:17])([F:19])[F:16])[C:8]([O:10][CH3:11])=[O:9]. Procedure: Antimony (V) Chloride (26.4 mg, 0.088 mmol) was added to a stirred, room temperature mixture of 173A (550 mg, 1.768 mmol) and antimony trifluoride (221 mg, 1.238 mmol) in a sealed tube, and the mixture was stirred at 170° C. for 4 h. The mixture was cooled, diluted with diethyl ether (50 mL), washed with water (50 mL), dried (MgSO4), filtered and the solvent was evaporated under reduced pressure. The residue was purified by column chromatography on silica gel; 24 g prepacked column, eluting with...